This data is from the Open Reaction Database (ORD), a public repository of structured organic reaction records. The task is: describe an organic reaction: reactants, conditions, products, and yield Reactants: C(CO)O (ethylene glycol), [H-].[Na+] (sodium hydride), FC1=CC=C2C(=NC=NC2=C1)O (7-fluoroquinazolin-4-ol). Run in CC(=O)N(C)C (dimethylacetamide). Reaction conditions: temperature 60 celsius. Product: OCCOC1=CC=C2C(=NC=NC2=C1)O (7-(2-hydroxyethoxy)quinazolin-4-ol). The yield is 45.1%. RXN SMILES: [H-].[Na+].[CH2:3]([OH:6])[CH2:4][OH:5].F[C:8]1[CH:17]=[C:16]2[C:11]([C:12]([OH:18])=[N:13][CH:14]=[N:15]2)=[CH:10][CH:9]=1>CC(N(C)C)=O>[OH:5][CH2:4][CH2:3][O:6][C:8]1[CH:17]=[C:16]2[C:11]([C:12]([OH:18])=[N:13][CH:14]=[N:15]2)=[CH:10][CH:9]=1 |f:0.1|. Reported procedure: A mixture of sodium hydride (60% in oil, 7.67 g, 189.6 mmol) and dimethylacetamide (160 ml) were cooled in an ice-bath under a nitrogen atmosphere and then ethylene glycol (18.2 g, 284 mmol) was slowly added. The reaction mixture was warmed to 60° C. for 10 minutes and then 7-fluoroquinazolin-4-ol (7.75 g, 47.3 mmol) was slowly added. The reaction mixture was heated to 110° C. for 16 hours and then the mixture was concentrated to approximately half volume. The mixture was poured into water and t...